From a dataset of the Open Reaction Database (ORD), a public repository of structured organic reaction records. describe an organic reaction: reactants, conditions, products, and yield Reactants: ON=C(N)C1=CN=NC=C1 (N′-Hydroxypyridazine-4-carboximidamide), FC1=C(C(=O)Cl)C=CC(=C1F)F (2,3,4-trifluorobenzoyl chloride), N (NH3). Yields the product N1=NC=C(C=C1)C1=NOC(=N1)C1=C(C(=C(C=C1)F)F)F (3-(pyridazin-4-yl)-5-(2,3,4-trifluorophenyl)-1,2,4-oxadiazole). As a reaction SMILES: [OH:1][N:2]=[C:3]([C:5]1[CH:10]=[CH:9][N:8]=[N:7][CH:6]=1)[NH2:4].[F:11][C:12]1[C:20]([F:21])=[C:19]([F:22])[CH:18]=[CH:17][C:13]=1[C:14](Cl)=O.N>>[N:8]1[CH:9]=[CH:10][C:5]([C:3]2[N:4]=[C:14]([C:13]3[CH:17]=[CH:18][C:19]([F:22])=[C:20]([F:21])[C:12]=3[F:11])[O:1][N:2]=2)=[CH:6][N:7]=1. Procedure details: The titled compound was prepared according to the procedure of Method D using the product of Example 83D and 2,3,4-trifluorobenzoyl chloride (Aldrich). 1H NMR (300 MHz, CD3OD) δ 7.40-7.50 (m, J=9.3, 9.3, 7.0, 2.2 Hz, 1 H), 8.10-8.20 (m, 1 H), 8.39 (dd, J=5.4, 2.4 Hz, 1 H), 9.46 (dd, J=5.3, 1.2 Hz, 1 H), 9.87 (dd, J=2.2, 1.2 Hz, 1 H) ppm; MS (DCI/NH3) m/z=279 (M+H)+. Reactants: C(C)OC(C(CC1=C2C=CNC2=CC=C1)OCC)=O (rac-2-ethoxy-3-(1H-indol-4-yl)-propionic acid ethyl ester), ClCC=1N=C(OC1C)C1=C(C=CC=C1)Cl (4-chloromethyl-2-(2-chloro-phenyl)-5-methyl-oxazole), [H-].[Na+] (sodium hydride). The solvent is CN(C=O)C (N,N-dimethylformamide). The product is C(C)OC(C(CC1=C2C=CN(C2=CC=C1)CC=1N=C(OC1C)C1=C(C=CC=C1)Cl)OCC)=O (rac-3-{1-[2-(2-chloro-phenyl)-5-methyl-oxazol-4-ylmethyl]-1H-indol-4-yl}-2-ethoxy-propionic acid ethyl ester). RXN SMILES: [CH2:1]([O:3][C:4](=[O:19])[CH:5]([O:16][CH2:17][CH3:18])[CH2:6][C:7]1[CH:15]=[CH:14][CH:13]=[C:12]2[C:8]=1[CH:9]=[CH:10][NH:11]2)[CH3:2].Cl[CH2:21][C:22]1[N:23]=[C:24]([C:28]2[CH:33]=[CH:32][CH:31]=[CH:30][C:29]=2[Cl:34])[O:25][C:26]=1[CH3:27].[H-].[Na+]>CN(C)C=O>[CH2:1]([O:3][C:4](=[O:19])[CH:5]([O:16][CH2:17][CH3:18])[CH2:6][C:7]1[CH:15]=[CH:14][CH:13]=[C:12]2[C:8]=1[CH:9]=[CH:10][N:11]2[CH2:21][C:22]1[N:23]=[C:24]([C:28]2[CH:33]=[CH:32][CH:31]=[CH:30][C:29]=2[Cl:34])[O:25][C:26]=1[CH3:27])[CH3:2] |f:2.3|. Reported procedure: In analogy to the procedures described in examples 1 a] and 1 b], rac-2-ethoxy-3-(1H-indol-4-yl)-propionic acid ethyl ester was reacted with 4-chloromethyl-2-(2-chloro-phenyl)-5-methyl-oxazole in N,N-dimethylformamide in the presence of sodium hydride to yield rac-3-{1-[2-(2-chloro-phenyl)-5-methyl-oxazol-4-ylmethyl]-1H-indol-4-yl}-2-ethoxy-propionic acid ethyl ester, which was subsequently saponified to yield rac-3-{1-[2- (2-chloro-phenyl)-5-methyl-oxazol-4-ylmethyl]-1H-indol-4-yl}-2-ethoxy-pro...